From a dataset of the Open Reaction Database (ORD), a public repository of structured organic reaction records. describe an organic reaction: reactants, conditions, products, and yield The reactants are NCCOCC1=CC=C(C(=O)NC[C@@H](C(=O)O)NS(=O)(=O)C2=CC=CC=C2)C=C1 (4-(2-Aminoethyloxymethyl)benzoyl-2(S)-phenylsulfonylamino-β-alanine), CN(C)C=O (DMF), PCA·HCl, CCN(C(C)C)C(C)C (DIPEA). Product: N(C(=N)N)CCOCC1=CC=C(C(=O)NC[C@@H](C(=O)O)NS(=O)(=O)C2=CC=CC=C2)C=C1 (4-[2-(Guanidino)ethyloxymethyl]benzoyl-2(S)-phenylsulfonylamino-β-alanine). As a reaction SMILES: [NH2:1][CH2:2][CH2:3][O:4][CH2:5][C:6]1[CH:29]=[CH:28][C:9]([C:10]([NH:12][CH2:13][C@H:14]([NH:18][S:19]([C:22]2[CH:27]=[CH:26][CH:25]=[CH:24][CH:23]=2)(=[O:21])=[O:20])[C:15]([OH:17])=[O:16])=[O:11])=[CH:8][CH:7]=1.CC[N:32]([CH:36](C)C)C(C)C.C[N:40](C=O)C>>[NH:1]([CH2:2][CH2:3][O:4][CH2:5][C:6]1[CH:7]=[CH:8][C:9]([C:10]([NH:12][CH2:13][C@H:14]([NH:18][S:19]([C:22]2[CH:23]=[CH:24][CH:25]=[CH:26][CH:27]=2)(=[O:21])=[O:20])[C:15]([OH:17])=[O:16])=[O:11])=[CH:28][CH:29]=1)[C:36]([NH2:32])=[NH:40]. Procedure details: Amine 15-5 (40 mg, 0.095 mmol), PCA·HCl (15 mg, 0.10 mmol), and DIPEA (35 mL, 0.20 mmol) were combined in 1 mL DMF and heated at 50° for 16 h. Concentration, and flash chromatography (silica, 20:1:1 EtOH/NH4OH/H2O) provided 15-6 as a white solid. Reactants: FC1=CC=C(C=C1)N1N=CC2=CC(=CC=C12)C(C(C(=O)OC)(C)C)C1=CC=CC=C1 (Methyl 3-(1-(4-fluorophenyl)-1H-indazol-5-yl)-2,2-dimethyl-3-phenylpropanoate), Cl (HCl). Run in [OH-].[Na+].CO.CS(=O)C (NaOH MeOH DMSO). Yields the product FC1=CC=C(C=C1)N1N=CC2=CC(=CC=C12)C(C(C(=O)O)(C)C)C1=CC=CC=C1 (3-(1-(4-fluorophenyl)-1H-indazol-5-yl)-2,2-dimethyl-3-phenylpropanoic acid). Yield: 98.6%. Reaction SMILES: [F:1][C:2]1[CH:7]=[CH:6][C:5]([N:8]2[C:16]3[C:11](=[CH:12][C:13]([CH:17]([C:25]4[CH:30]=[CH:29][CH:28]=[CH:27][CH:26]=4)[C:18]([CH3:24])([CH3:23])[C:19]([O:21]C)=[O:20])=[CH:14][CH:15]=3)[CH:10]=[N:9]2)=[CH:4][CH:3]=1.Cl>[OH-].[Na+].CO.CS(C)=O>[F:1][C:2]1[CH:3]=[CH:4][C:5]([N:8]2[C:16]3[C:11](=[CH:12][C:13]([CH:17]([C:25]4[CH:26]=[CH:27][CH:28]=[CH:29][CH:30]=4)[C:18]([CH3:24])([CH3:23])[C:19]([OH:21])=[O:20])=[CH:14][CH:15]=3)[CH:10]=[N:9]2)=[CH:6][CH:7]=1 |f:2.3.4.5|. Procedure: Methyl 3-(1-(4-fluorophenyl)-1H-indazol-5-yl)-2,2-dimethyl-3-phenylpropanoate (16.2 g, 40.2 mmol) was heated to 100° C. overnight in a mixture of 2 M NaOH/MeOH/DMSO (1:1:1). The next day, the reaction was cooled, acidified to pH 5 with HCl and extracted 2× EtOAc. The organic layers were washed with water×2, dried over MgSO4, filtered, and concentrated in vacuo to give 15.4 g (99% yield) of acid 3-(1-(4-fluorophenyl)-1H-indazol-5-yl)-2,2-dimethyl-3-phenylpropanoic acid. MS found: (M+H)+=389. Starting materials: O1CC\C(\C2=CC=CC=C12)=N/O ((4E)-2,3-dihydro-4H-chromen-4-one oxime), C(CC)C1CCC2=C(C=CS2)C1=O (5-propyl-6,7-dihydro-1-benzothiophen-4(5H)-one). Product: C(CC)C/1CCC2=C(C=CS2)\C1=N/O ((4Z)-5-propyl-6,7-dihydro-1-benzothiophen-4(5H)-one oxime). As a reaction SMILES: O1C2C(=CC=CC=2)/C(=[N:11]/[OH:12])/CC1.[CH2:13]([CH:16]1[C:24](=O)[C:20]2[CH:21]=[CH:22][S:23][C:19]=2[CH2:18][CH2:17]1)[CH2:14][CH3:15]>>[CH2:13]([CH:16]1[CH2:17][CH2:18][C:19]2[S:23][CH:22]=[CH:21][C:20]=2/[C:24]/1=[N:11]\[OH:12])[CH2:14][CH3:15]. Procedure details: Following the procedure for the preparation of (4E)-2,3-dihydro-4H-chromen-4-one oxime but substituting 5-propyl-6,7-dihydro-1-benzothiophen-4(5H)-one and making non-critical variations provided the title compound as a oil: 1H NMR (300 MHz, CDCl3) δ) 7.98, 7.28, 7.15, 7.10, 3.55, 2.99-2.81, 2.21-1.83, 1.59-1.31, 0.95-0.90; (MS/CI) calcd for C10H13NOS+H 195.3, found 195.7. Starting materials: C(\C=C\CCCCC)O[C@H]1OC[C@@H](OC1)C1=CC=C(C=C1)C12CCC(CC1)(CC2)CCCCCCC (1-[4-(trans-5-[(E)-Oct-2-enyloxy]dioxan-2-yl)phenyl]-4-heptylbicyclo[2.2.2]octane), C(\C=C\CC)O[C@H]1OC[C@@H](OC1)C1=CC=C(C=C1)C12CCC(CC1)(CC2)CCC (1-[4-(trans-5-[(E)-Pent-2-enyloxy]dioxan-2-yl)phenyl]-4-propylbicyclo[2.2.2]octane), C(CCCC=C)O[C@H]1OC[C@@H](OC1)C1=CC=C(C=C1)C12CCC(CC1)(CC2)CCCCC (1-[4-(trans-5-[Hex-5-enyloxy]dioxan-2-yl)phenyl]-4-pentylbicyclo[2.2.2]octane), C(\C=C\C)O[C@H]1OC[C@@H](OC1)C1=CC=C(C=C1)C12CCC(CC1)(CC2)CCCCC (1-[4-(trans-5-[(E)-But-2-enyloxy]dioxan-2-yl)phenyl]-4-pentylbicyclo[2.2.2]octane), C(\C=C\CC)O[C@H]1OC[C@@H](OC1)C1=CC=C(C=C1)C12CCC(CC1)(CC2)CCCCCCC (1-[4-(trans-5-[(E)-Pent-2-enyloxy]dioxan-2-yl)phenyl]-4-heptylbicyclo[2.2.2]octane), C(\C=C\CC)O[C@H]1OC[C@@H](OC1)C1=CC=C(C=C1)C12CCC(CC1)(CC2)CCCCC (1-[4-(trans-5-[(E)-Pent-2-enyloxy]dioxan-2-yl)phenyl]-4-pentylbicyclo[2.2.2]octane), C(\C=C\CCCC)O[C@H]1OC[C@@H](OC1)C1=CC=C(C=C1)C12CCC(CC1)(CC2)CCCCCCC (1-[4-(trans-5-[(E)-Hept-2-enyloxy]dioxan-2-yl)phenyl]-4-heptylbicyclo[2.2.2]octane), C(C\C=C/CC)O[C@H]1OC[C@@H](OC1)C1=CC=C(C=C1)C12CCC(CC1)(CC2)CCCCC (1-[4-(trans-5-[(Z)-Hex-3-enyloxy]dioxan-2-yl)phenyl]-4-pentylbicyclo[2.2.2]octane), C(\C=C\C)O[C@H]1OC[C@@H](OC1)C1=CC=C(C=C1)C12CCC(CC1)(CC2)CCCCCCC (1-[4-(trans-5-[(E)-But-2-enyloxy]dioxan-2-yl)phenyl]-4-heptylbicyclo[2.2.2]octane), C(CC\C=C\C)O[C@H]1OC[C@@H](OC1)C1=CC=C(C=C1)C12CCC(CC1)(CC2)CCCCC (1-[4-(trans-5-[(E)-Hex-4-enyloxy]dioxan-2-yl)phenyl]-4-pentylbicyclo[2.2.2]octane), C(\C=C\CCCCC)O[C@H]1OC[C@@H](OC1)C1=CC=C(C=C1)C12CCC(CC1)(CC2)CCCCC (1-[4-(trans-5-[(E)-Oct-2-enyloxy]dioxan-2-yl)phenyl]-4-pentylbicyclo[2.2.2]octane), C(\C=C\CCCC)O[C@H]1OC[C@@H](OC1)C1=CC=C(C=C1)C12CCC(CC1)(CC2)CCC (1-[4-(trans-5-[(E)-Hept-2-enyloxy]dioxan-2-yl)phenyl]-4-propylbicyclo[2.2.2]octane), C(\C=C\CCCCC)O[C@H]1OC[C@@H](OC1)C1=CC=C(C=C1)C12CCC(CC1)(CC2)CCC (1-[4-(trans-5-[(E)-Oct-2-enyloxy]dioxan-2-yl)phenyl]-4-propylbicyclo[2.2.2]octane), C(\C=C\CCCC)O[C@H]1OC[C@@H](OC1)C1=CC=C(C=C1)C12CCC(CC1)(CC2)CCCCC (1-[4-(trans-5-[(E)-Hept-2-enyloxy]dioxan-2-yl)phenyl]-4-pentylbicyclo[2.2.2]octane). Product: C(\C=C\C)O[C@H]1OC[C@@H](OC1)C1=CC=C(C=C1)C12CCC(CC1)(CC2)CCC (1-[4-(trans-5-[(E)-But-2-enyloxy]dioxan-2-yl)phenyl]-4-propylbicyclo[2.2.2]octane). Reaction SMILES: [CH2:1]([O:6][C@@H:7]1[CH2:12][O:11][C@@H:10]([C:13]2[CH:18]=[CH:17][C:16]([C:19]34[CH2:26][CH2:25][C:22]([CH2:27][CH2:28][CH3:29])([CH2:23][CH2:24]3)[CH2:21][CH2:20]4)=[CH:15][CH:14]=2)[CH2:9][O:8]1)/[CH:2]=[CH:3]/[CH2:4]C.C(O[C@@H]1CO[C@@H](C2C=CC(C34CCC(CCC)(CC3)CC4)=CC=2)CO1)/C=C/CCCC.C(O[C@@H]1CO[C@@H](C2C=CC(C34CCC(CCC)(CC3)CC4)=CC=2)CO1)/C=C/CCCCC.C(O[C@@H]1CO[C@@H](C2C=CC(C34CCC(CCCCC)(CC3)CC4)=CC=2)CO1)/C=C/C.C(O[C@@H]1CO[C@@H](C2C=CC(C34CCC(CCCCC)(CC3)CC4)=CC=2)CO1)/C=C/CC.C(O[C@@H]1CO[C@@H](C2C=CC(C34CCC(CCCCC)(CC3)CC4)=CC=2)CO1)/C=C/CCCC.C(O[C@@H]1CO[C@@H](C2C=CC(C34CCC(CCCCC)(CC3)CC4)=CC=2)CO1)/C=C/CCCCC.C(O[C@@H]1CO[C@@H](C2C=CC(C34CCC(CCCCC)(CC3)CC4)=CC=2)CO1)C/C=C\CC.C(O[C@@H]1CO[C@@H](C2C=CC(C34CCC(CCCCC)(CC3)CC4)=CC=2)CO1)CC/C=C/C.C(O[C@@H]1CO[C@@H](C2C=CC(C34CCC(CCCCC)(CC3)CC4)=CC=2)CO1)CCCC=C.C(O[C@@H]1CO[C@@H](C2C=CC(C34CCC(CCCCCCC)(CC3)CC4)=CC=2)CO1)/C=C/C.C(O[C@@H]1CO[C@@H](C2C=CC(C34CCC(CCCCCCC)(CC3)CC4)=CC=2)CO1)/C=C/CC.C(O[C@@H]1CO[C@@H](C2C=CC(C34CCC(CCCCCCC)(CC3)CC4)=CC=2)CO1)/C=C/CCCC.C(O[C@@H]1CO[C@@H](C2C=CC(C34CCC(CCCCCCC)(CC3)CC4)=CC=2)CO1)/C=C/CCCCC>>[CH2:1]([O:6][C@@H:7]1[CH2:12][O:11][C@@H:10]([C:13]2[CH:14]=[CH:15][C:16]([C:19]34[CH2:24][CH2:23][C:22]([CH2:27][CH2:28][CH3:29])([CH2:21][CH2:20]3)[CH2:25][CH2:26]4)=[CH:17][CH:18]=2)[CH2:9][O:8]1)/[CH:2]=[CH:3]/[CH3:4]. Procedure: 1-[4-(trans-5-[(E)-Pent-2-enyloxy]dioxan-2-yl)phenyl]-4-propylbicyclo[2.2.2]octane. 1-[4-(trans-5-[(E)-Hept-2-enyloxy]dioxan-2-yl)phenyl]-4-propylbicyclo[2.2.2]octane. 1-[4-(trans-5-[(E)-Oct-2-enyloxy]dioxan-2-yl)phenyl]-4-propylbicyclo[2.2.2]octane. 1-[4-(trans-5-[(E)-But-2-enyloxy]dioxan-2-yl)phenyl]-4-pentylbicyclo[2.2.2]octane. 1-[4-(trans-5-[(E)-Pent-2-enyloxy]dioxan-2-yl)phenyl]-4-pentylbicyclo[2.2.2]octane. 1-[4-(trans-5-[(E)-Hept-2-enyloxy]dioxan-2-yl)phenyl]-4-pentylbicyclo[2.2.2]octane... Starting materials: C(OCC(CO[N+](=O)[O-])O[N+](=O)[O-])(OC\C(=C(/CO[Si](C)(C)C(C)(C)C)\C1=CC=CC=C1)\C1=CC=C(C=C1)S(=O)(=O)C)=O (2,3-bis(nitrooxy)propyl (2Z)-4-{[tert-butyl(dimethyl)silyl]oxy}-2-[4-(methylsulfonyl)phenyl]-3-phenylbut-2-en-1-yl carbonate), resultant mixture. Solvent: CC#N (MeCN), C1(=CC=CC=C1)C (toluene). Run at time 4 hour. Yields the product C(OCC(CO[N+](=O)[O-])O[N+](=O)[O-])(OC\C(=C(/CO)\C1=CC=CC=C1)\C1=CC=C(C=C1)S(=O)(=O)C)=O (2,3-bis(nitrooxy)propyl (2Z)-4-hydroxy-2-[4-(methylsulfonyl)phenyl]-3-phenylbut-2-en-1-yl carbonate). Yield: 101.1%. RXN SMILES: [C:1](=[O:43])([O:14][CH2:15]/[C:16](/[C:33]1[CH:38]=[CH:37][C:36]([S:39]([CH3:42])(=[O:41])=[O:40])=[CH:35][CH:34]=1)=[C:17](/[C:27]1[CH:32]=[CH:31][CH:30]=[CH:29][CH:28]=1)\[CH2:18][O:19][Si](C(C)(C)C)(C)C)[O:2][CH2:3][CH:4]([O:10][N+:11]([O-:13])=[O:12])[CH2:5][O:6][N+:7]([O-:9])=[O:8]>CC#N.C1(C)C=CC=CC=1>[C:1](=[O:43])([O:14][CH2:15]/[C:16](/[C:33]1[CH:38]=[CH:37][C:36]([S:39]([CH3:42])(=[O:40])=[O:41])=[CH:35][CH:34]=1)=[C:17](/[C:27]1[CH:32]=[CH:31][CH:30]=[CH:29][CH:28]=1)\[CH2:18][OH:19])[O:2][CH2:3][CH:4]([O:10][N+:11]([O-:13])=[O:12])[CH2:5][O:6][N+:7]([O-:9])=[O:8]. Reported procedure: To a 0° C. solution of 3.73 g of 2,3-bis(nitrooxy)propyl (2Z)-4-{[tert-butyl(dimethyl)silyl]oxy}-2-[4-(methylsulfonyl)phenyl]-3-phenylbut-2-en-1-yl carbonate in 150 mL of MeCN was added 5 mL of 70% PyHF. The resultant mixture was allowed to warm to rt and stirred for an additional 4 h. The reaction mixture was diluted with 600 mL of toluene and filtered through a plug of silica gel, eluting with EtOAc. The filtrate was concentrated and the resulting residue was further purified by flash chromato... Starting materials: NC1=NC(=C(C(=C1C#N)C1=CC=CC=C1)C#N)Cl (2-amino-6-chloro-4-phenyl-3,5-pyridinedicarbonitrile), NCCO (2-aminoethanol). Run in C1CCOC1 (THF). Yields the product ClC1=NC(=C(C(=C1C#N)C1=CC=CC=C1)C#N)NCCO (2-Chloro-4-phenyl-6-(2-hydroxyethylamino)-3,5-pyridinedicarbonitrile). As a reaction SMILES: [NH2:1][C:2]1[C:7]([C:8]#[N:9])=[C:6]([C:10]2[CH:15]=[CH:14][CH:13]=[CH:12][CH:11]=2)[C:5]([C:16]#[N:17])=[C:4]([Cl:18])[N:3]=1.N[CH2:20][CH2:21][OH:22]>C1COCC1>[Cl:18][C:4]1[C:5]([C:16]#[N:17])=[C:6]([C:10]2[CH:15]=[CH:14][CH:13]=[CH:12][CH:11]=2)[C:7]([C:8]#[N:9])=[C:2]([NH:1][CH2:20][CH2:21][OH:22])[N:3]=1. Procedure details: 1 g (3.65 mmol) of 2,6-dichloro-4-phenyl-3,5-pyridinedicarbonitrile [Quintela et al., Heterocycles 38, 1299-1305 (1994)] is, together with 0.33 g (5.47 mmol) of 2-aminoethanol, dissolved in 3 ml of THF, and the mixture is heated under reflux for 8 h. The reaction mixture is purified by preparative HPLC on reversed-phase silica gel (gradient: water+0.1% formic acid/acetonitrile 90:105:95 in 35 minutes). The reactants are O=C([O-])[O-], CS(C)=O, CCOC(C)=O, [Cs+], [Cs+], CC1OC1(Cn1cncn1)c1ccccc1F, O, O=c1[nH]ccn1-c1ccc(-n2cncn2)cc1. The product is CC(n1ccn(-c2ccc(-n3cncn3)cc2)c1=O)C(O)(Cn1cncn1)c1ccccc1F. As a reaction SMILES: [C:35](=[O:36])([O-:37])[O-:38].[CH3:41][S:42]([CH3:43])=[O:44].[CH3:45][CH2:46][O:47][C:48](=[O:49])[CH3:50].[Cs+:39].[Cs+:40].[F:1][c:2]1[c:3]([C:8]2([CH2:12][n:13]3[n:14][cH:15][n:16][cH:17]3)[O:9][CH:10]2[CH3:11])[cH:4][cH:5][cH:6][cH:7]1.[OH2:51].[n:18]1(-[c:23]2[cH:24][cH:25][c:26](-[n:29]3[c:30](=[O:34])[nH:31][cH:32][cH:33]3)[cH:27][cH:28]2)[n:19][cH:20][n:21][cH:22]1>>[F:1][c:2]1[c:3]([C:8]([OH:9])([CH:10]([CH3:11])[n:31]2[c:30](=[O:34])[n:29](-[c:26]3[cH:25][cH:24][c:23](-[n:18]4[n:19][cH:20][n:21][cH:22]4)[cH:28][cH:27]3)[cH:33][cH:32]2)[CH2:12][n:13]2[n:14][cH:15][n:16][cH:17]2)[cH:4][cH:5][cH:6][cH:7]1. Starting materials: CCOC(=O)c1cc(C(=O)c2ccccc2Cl)c(NC(=O)CCl)s1, [I-], N, [Na+], C1CCOC1. Yields the product CCOC(=O)c1cc2c(s1)NC(=O)CN=C2c1ccccc1Cl. As a reaction SMILES: [Cl:1][CH2:2][C:3](=[O:4])[NH:5][c:6]1[c:7]([C:16]([c:17]2[c:18]([Cl:23])[cH:19][cH:20][cH:21][cH:22]2)=[O:24])[cH:8][c:9]([C:11](=[O:12])[O:13][CH2:14][CH3:15])[s:10]1.[I-:26].[NH3:27].[Na+:25].[O:28]1[CH2:29][CH2:30][CH2:31][CH2:32]1>>[CH2:2]1[C:3](=[O:4])[NH:5][c:6]2[c:7]([cH:8][c:9]([C:11](=[O:12])[O:13][CH2:14][CH3:15])[s:10]2)[C:16]([c:17]2[c:18]([Cl:23])[cH:19][cH:20][cH:21][cH:22]2)=[N:27]1.